Dataset: the Open Reaction Database (ORD), a public repository of structured organic reaction records. Task: describe an organic reaction: reactants, conditions, products, and yield RXN SMILES: [CH3:1][O:2][C:3]([C@H:5]1[CH2:10][C@@H:9]([NH:11][C:12](=[O:28])[CH2:13][C:14]2[N:18]([CH2:19][C:20]3[CH:25]=[CH:24][C:23]([C:26]#[N:27])=[CH:22][CH:21]=3)[CH:17]=[N:16][CH:15]=2)[CH2:8][NH:7][CH2:6]1)=[O:4].[CH:29](=O)[C:30]1[CH:35]=[CH:34][CH:33]=[CH:32][CH:31]=1.[C:37]([BH3-])#N.[Na+]>CO>[CH2:37]([N:7]1[CH2:8][C@H:9]([NH:11][C:12](=[O:28])[CH2:13][C:14]2[N:18]([CH2:19][C:20]3[CH:21]=[CH:22][C:23]([C:26]#[N:27])=[CH:24][CH:25]=3)[CH:17]=[N:16][CH:15]=2)[CH2:10][C@H:5]([C:3]([O:2][CH3:1])=[O:4])[CH2:6]1)[CH2:29][C:30]1[CH:35]=[CH:34][CH:33]=[CH:32][CH:31]=1 |f:2.3|. Product: C(CC1=CC=CC=C1)N1C[C@H](C[C@H](C1)NC(CC1=CN=CN1CC1=CC=C(C=C1)C#N)=O)C(=O)OC (1-Phenethyl-cis-3-methoxycarbonyl-5-[N-(1-(4-cyanobenzyl)-1H-imidazol-5-yl)acetylamino]piperidine). The solvent is CO (MeOH). Reactants: COC(=O)[C@@H]1CNC[C@@H](C1)NC(CC1=CN=CN1CC1=CC=C(C=C1)C#N)=O (cis-3-Methoxycarbonyl-5-[N-(1-(4-cyanobenzyl)-1H-imidazol-5-yl)acetylamino]piperidine), C(C1=CC=CC=C1)=O (benzaldehyde), C(#N)[BH3-].[Na+] (sodium cyanoborohydride). Conditions: time 8 hour. Reported procedure: cis-3-Methoxycarbonyl-5-[N-(1-(4-cyanobenzyl)-1H-imidazol-5-yl)acetylamino]piperidine (35.3 mg, 0.093 mmol), benzaldehyde (32.5 uL, 0.278 mmol), and sodium cyanoborohydride (17.5 mg, 0.278 mmol) was dissolved in MeOH (2 mL) and stirred overnight at ambient temperature. The solution was concentrated under reduced pressure and chromatographed (silica gel, 0.5-2% MeOH/CH2Cl2 with NH4OH) to give the title compound. 1H NMR (CDCl3) δ7.62 (d, 2H, J=8 Hz), 7.52 (s, 1H), 7.11-7.31 (m, 7H), 6.99 (s, 1H), ... The reactants are [Si](C)(C)(C(C)(C)C)O[C@@H]([C@H](CC1=CC(=CC(=C1)F)F)NC(C1=CC(=CC(=C1)C=1OC=CN1)C(=O)N1[C@H](CCC1)COC)=O)[C@@H]1N(C[C@@H](C1)OCCC)C(=O)OC(C)(C)C ((2R,4R)-tert-butyl 2-((1S,2S)-1-(tert-butyldimethylsilyloxy)-3-(3,5-difluorophenyl)-2-(3-((R)-2-(methoxymethyl)pyrrolidine-1-carbonyl)-5-(oxazol-2-yl)benzamido)propyl)-4-propoxypyrrolidine-1-carboxylate), [Si](C)(C)(C(C)(C)C)O[C@@H]([C@H](CC1=CC(=CC(=C1)F)F)NC(C1=CC(=CC(=C1)N1C(CCC1)=O)OC)=O)[C@@H]1N(C[C@@H](C1)OCCC)C(=O)OC(C)(C)C ((2R,4R)-tert-Butyl 2-((1S,2S)-1-(tert-butyldimethylsilyloxy)-3-(3,5-difluorophenyl)-2-(3-methoxy-5-(2-oxopyrrolidin-1-yl)benzamido)propyl)-4-propoxypyrrolidine-1-carboxylate), [Si](C)(C)(C(C)(C)C)O[C@@H]([C@H](CC1=CC(=CC(=C1)F)F)NC(C1=CC(=CC(=C1)N1C(CCC1)=O)O)=O)[C@@H]1N(C[C@@H](C1)OCCC)C(=O)OC(C)(C)C ((2R,4R)-tert-butyl 2-((1S,2S)-1-(tert-butyldimethylsilyloxy)-3-(3,5-difluorophenyl)-2-(3-hydroxy-5-(2-oxopyrrolidin-1-yl)benzamido)propyl)-4-propoxypyrrolidine-1-carboxylate), C([O-])([O-])=O.[Cs+].[Cs+] (cesium carbonate), CI (methyl iodide). Solvent: C(C)(=O)OCC (Ethyl acetate), CN(C)C=O (DMF). Run at temperature 80 celsius, time 3 day. The product is FC=1C=C(C=C(C1)F)C[C@@H]([C@@H]([C@@H]1NC[C@@H](C1)OCCC)O)NC(C1=CC(=CC(=C1)N1C(CCC1)=O)OC)=O (N-((1R,2S)-3-(3,5-difluorophenyl)-1-hydroxy-1-((2R,4R)-4-propoxypyrrolidin-2-yl)propan-2-yl)-3-methoxy-5-(2-oxopyrrolidin-1-yl)benzamide). As a reaction SMILES: [Si](O[C@H]([C@H]1C[C@@H](OCCC)CN1C(OC(C)(C)C)=O)[C@@H](NC(=O)C1C=C(C2OC=CN=2)C=C(C(N2CCC[C@@H]2COC)=O)C=1)CC1C=C(F)C=C(F)C=1)(C(C)(C)C)(C)C.[Si]([O:67][C@H:68]([C@H:96]1[CH2:100][C@@H:99]([O:101][CH2:102][CH2:103][CH3:104])[CH2:98][N:97]1C(OC(C)(C)C)=O)[C@@H:69]([NH:79][C:80](=[O:95])[C:81]1[CH:86]=[C:85]([N:87]2[CH2:91][CH2:90][CH2:89][C:88]2=[O:92])[CH:84]=[C:83]([O:93][CH3:94])[CH:82]=1)[CH2:70][C:71]1[CH:76]=[C:75]([F:77])[CH:74]=[C:73]([F:78])[CH:72]=1)(C(C)(C)C)(C)C.[Si](O[C@H]([C@H]1C[C@@H](OCCC)CN1C(OC(C)(C)C)=O)[C@@H](NC(=O)C1C=C(N2CCCC2=O)C=C(O)C=1)CC1C=C(F)C=C(F)C=1)(C(C)(C)C)(C)C.C(=O)([O-])[O-].[Cs+].[Cs+].CI>CN(C=O)C.C(OCC)(=O)C>[F:78][C:73]1[CH:72]=[C:71]([CH2:70][C@H:69]([NH:79][C:80](=[O:95])[C:81]2[CH:86]=[C:85]([N:87]3[CH2:91][CH2:90][CH2:89][C:88]3=[O:92])[CH:84]=[C:83]([O:93][CH3:94])[CH:82]=2)[C@H:68]([OH:67])[C@H:96]2[CH2:100][C@@H:99]([O:101][CH2:102][CH2:103][CH3:104])[CH2:98][NH:97]2)[CH:76]=[C:75]([F:77])[CH:74]=1 |f:3.4.5|. Procedure: Step 13 (A): (2R,4R)-tert-Butyl 2-((1S,2S)-1-(tert-butyldimethylsilyloxy)-3-(3,5-difluorophenyl)-2-(3-methoxy-5-(2-oxopyrrolidin-1-yl)benzamido)propyl)-4-propoxypyrrolidine-1-carboxylate. To a solution of (2R,4R)-tert-butyl 2-((1S,2S)-1-(tert-butyldimethylsilyloxy)-3-(3,5-difluorophenyl)-2-(3-hydroxy-5-(2-oxopyrrolidin-1-yl)benzamido)propyl)-4-propoxypyrrolidine-1-carboxylate (Preparation I, 27 mg, 0.037 mmol) in DMF (1 mL) were added cesium carbonate (24 mg, 0.074 mmol) and methyl iodide (25 mg... Reactants: CCn1c(-c2nonc2N)nc2cnc(Br)cc21, CC(C)(C)[Si](C)(C)Oc1cccc(O)c1, O=C([O-])[O-], Cc1ccccc1, [Cs+], [Cs+], [I-], c1cnc2c(c1)ccc1cccnc12. Product: CCn1c(-c2nonc2N)nc2cnc(Oc3cccc(O)c3)cc21. As a reaction SMILES: [Br:16][c:17]1[cH:18][c:19]2[c:20]([cH:21][n:22]1)[n:23][c:24](-[c:28]1[c:29]([NH2:33])[n:30][o:31][n:32]1)[n:25]2[CH2:26][CH3:27].[C:1]([Si:2]([CH3:3])([CH3:4])[O:6][c:7]1[cH:8][c:9]([OH:13])[cH:10][cH:11][cH:12]1)([CH3:5])([CH3:14])[CH3:15].[C:49](=[O:50])([O-:51])[O-:52].[CH3:55][c:56]1[cH:57][cH:58][cH:59][cH:60][cH:61]1.[Cs+:53].[Cs+:54].[I-:34].[cH:35]1[cH:36][c:37]2[cH:38][cH:39][c:40]3[c:41]([c:42]2[n:43][cH:44]1)[n:45][cH:46][cH:47][cH:48]3>>[O:6]([c:7]1[cH:8][c:9]([OH:13])[cH:10][cH:11][cH:12]1)[c:17]1[cH:18][c:19]2[c:20]([cH:21][n:22]1)[n:23][c:24](-[c:28]1[c:29]([NH2:33])[n:30][o:31][n:32]1)[n:25]2[CH2:26][CH3:27]. Starting materials: Cl[Pt-2](Cl)(Cl)Cl.[K+].[K+] (potassium tetrachloroplatinate), Cl.Cl.C1(CCC1)(CN)CN (1,1-cyclobutanedimethanamine, dihydrochloride), solid, C(C)(=O)[O-].[Na+] (sodium acetate). Run in O (water). Conditions: time 8 hour. Yields the product C1(CCC1)(CN)CN (1,1-cyclobutanedimethanamine), [Pt](Cl)Cl (platinum chloride). Reaction SMILES: Cl.Cl.[C:3]1([CH2:9][NH2:10])([CH2:7][NH2:8])[CH2:6][CH2:5][CH2:4]1.C([O-])(=O)C.[Na+].[Cl:16][Pt-2:17](Cl)(Cl)[Cl:18].[K+].[K+]>O>[C:3]1([CH2:9][NH2:10])([CH2:7][NH2:8])[CH2:6][CH2:5][CH2:4]1.[Pt:17]([Cl:18])[Cl:16] |f:0.1.2,3.4,5.6.7|. Reported procedure: A solution of 1.87 g of the above amine in 30 ml of water was treated with 1.64 g of solid sodium acetate followed by 4.15 g of potassium tetrachloroplatinate. The mixture was stirred overnight and filtered. The filtrate was concentrated, giving as a solid 1,1-cyclobutanedimethanamine, compound with platinum chloride. Starting materials: ClC1=C2C=CC=NC2=C(C=C1)O (5-chloro-8-hydroxyquinoline), C1(OCCO1)=O (ethylene carbonate), C(=O)([O-])[O-].[Cs+].[Cs+] (Cs2CO3). Solvent: CN(C)C=O (DMF). Run at temperature 120 celsius, time 3 hour. Product: OCCC=1C=CC(=C2C=CC=NC12)Cl (8-(2-hydroxyethyl)5-chloroquinoline). RXN SMILES: [Cl:1][C:2]1[CH:11]=[CH:10][C:9](O)=[C:8]2[C:3]=1[CH:4]=[CH:5][CH:6]=[N:7]2.C1(=O)O[CH2:16][CH2:15][O:14]1.C([O-])([O-])=O.[Cs+].[Cs+]>CN(C=O)C>[OH:14][CH2:15][CH2:16][C:9]1[CH:10]=[CH:11][C:2]([Cl:1])=[C:3]2[C:8]=1[N:7]=[CH:6][CH:5]=[CH:4]2 |f:2.3.4|. Procedure details: A mixture of 5-chloro-8-hydroxyquinoline (1 mmol, 180 mg), ethylene carbonate (2 mmol, 180 mg) and Cs2CO3 (0.6 mmol, 195 mg) in dry DMF (10 mL) was stirred vigorously at 120° C. for 3 h. DMF was evaporated under high-vacuum and the residue was dissolved in water (15 mL), extracted twice with dichloromethane (15 mL), and the residue left after evaporation of dichloromethane was chromatographed over silica gel (eluent: 4:1 hexanes-EtOAc). A biege colored solid was obtained (174 mg, 78%). Reactants: NC(Cc1ccc(B(O)O)cc1)C(=O)O, Nc1nc(Cl)cc(OC(c2ccc(-c3ccoc3)cc2)C(F)(F)F)n1, [Na+], [Na+], O=C([O-])[O-], O. Product: Nc1nc(OC(c2ccc(-c3ccoc3)cc2)C(F)(F)F)cc(-c2ccc(CC(N)C(=O)O)cc2)n1. RXN SMILES: [B:26]([OH:27])([OH:28])[c:29]1[cH:30][cH:31][c:32]([CH2:33][CH:34]([NH2:35])[C:36](=[O:37])[OH:38])[cH:39][cH:40]1.[Cl:1][c:2]1[n:3][c:4]([NH2:25])[n:5][c:6]([O:8][CH:9]([C:10]([F:11])([F:12])[F:13])[c:14]2[cH:15][cH:16][c:17](-[c:20]3[cH:21][o:22][cH:23][cH:24]3)[cH:18][cH:19]2)[cH:7]1.[Na+:41].[Na+:42].[O-:43][C:44](=[O:45])[O-:46].[OH2:47]>>[c:2]1(-[c:29]2[cH:30][cH:31][c:32]([CH2:33][CH:34]([NH2:35])[C:36](=[O:37])[OH:38])[cH:39][cH:40]2)[n:3][c:4]([NH2:25])[n:5][c:6]([O:8][CH:9]([C:10]([F:11])([F:12])[F:13])[c:14]2[cH:15][cH:16][c:17](-[c:20]3[cH:21][o:22][cH:23][cH:24]3)[cH:18][cH:19]2)[cH:7]1. The reactants are [H-].[Na+] (NaH), CCOCC (Et2O), CC(C(=O)OCC)C(=O)OCC (diethyl 2-methylmalonate), BrCC1=CC2=CC=C(C=C2C=C1)C (2-(bromomethyl)-6-methylnaphthalene), [NH4+].[Cl-] (NH4Cl), [OH-].[K+] (KOH). Run in O (water), C1CCOC1 (THF). Conditions: time 8 hour. The product is CC(C(=O)O)(C(=O)O)CC1=CC2=CC=C(C=C2C=C1)C (2-methyl-2-[(6-methyl-2-naphthyl)methyl]malonic acid). Yield: 81.0%. Reaction SMILES: [H-].[Na+].CCOCC.[CH3:8][CH:9]([C:15]([O:17]CC)=[O:16])[C:10]([O:12]CC)=[O:11].Br[CH2:21][C:22]1[CH:31]=[CH:30][C:29]2[C:24](=[CH:25][CH:26]=[C:27]([CH3:32])[CH:28]=2)[CH:23]=1.[NH4+].[Cl-].[OH-].[K+]>C1COCC1.O>[CH3:8][C:9]([CH2:21][C:22]1[CH:31]=[CH:30][C:29]2[C:24](=[CH:25][CH:26]=[C:27]([CH3:32])[CH:28]=2)[CH:23]=1)([C:15]([OH:17])=[O:16])[C:10]([OH:12])=[O:11] |f:0.1,5.6,7.8|. Reported procedure: To a stirred suspension of 3.6 g NaH (90 mmol, 60% in mineral oil) in 200 ml Et2O 16.2 ml (94 mmol) of diethyl 2-methylmalonate was added slowly with cooling. After 2 h stirring at 20 C, solution of 21.2 g (90 mmol) of 2-(bromomethyl)-6-methylnaphthalene (prepared according Buu-Hoi L.; J. Chem. Soc.; 1946; 831) in 30 ml of THF was added, resulting mixture was stirred overnight and decomposed by addition of saturated NH4Cl solution. Organic phase was separated, aqueous—extracted twice with 100 ml...